describe an organic reaction: reactants, conditions, products, and yield From a dataset of the Open Reaction Database (ORD), a public repository of structured organic reaction records. The reactants are BrC=1C=C(C=CC1)C1=CSC2=NC(=C(C(=C21)NS(=O)(=O)C2=CC(=CC=C2)Cl)C(=O)OCC)C (ethyl 3-(3-bromophenyl)-4-{[(3-chlorophenyl)sulfonyl]amino}-6-methylthieno[2,3-b]pyridine-5-carboxylate), [OH-].[Na+] (NaOH), C1(=CC=CC=C1)OC1=CC=CC=C1 (diphenyl ether), C(=O)O (formic acid). Run in CS(=O)C (DMSO), O (water). Run at temperature 150 celsius, time 8 hour. Yields the product BrC=1C=C(C=CC1)C1=CSC2=NC(=CC(=C21)NS(=O)(=O)C2=CC(=CC=C2)Cl)C (N-[3-(3-Bromophenyl)-6-methylthieno[2,3-b]pyridin-4-yl]-3-chlorobenzenesulfonamide). Isolated yield 67.1%. Reaction SMILES: [Br:1][C:2]1[CH:3]=[C:4]([C:8]2[C:16]3[C:11](=[N:12][C:13]([CH3:33])=[C:14](C(OCC)=O)[C:15]=3[NH:17][S:18]([C:21]3[CH:26]=[CH:25][CH:24]=[C:23]([Cl:27])[CH:22]=3)(=[O:20])=[O:19])[S:10][CH:9]=2)[CH:5]=[CH:6][CH:7]=1.[OH-].[Na+].C(O)=O.C1(OC2C=CC=CC=2)C=CC=CC=1>CS(C)=O.O>[Br:1][C:2]1[CH:3]=[C:4]([C:8]2[C:16]3[C:11](=[N:12][C:13]([CH3:33])=[CH:14][C:15]=3[NH:17][S:18]([C:21]3[CH:26]=[CH:25][CH:24]=[C:23]([Cl:27])[CH:22]=3)(=[O:19])=[O:20])[S:10][CH:9]=2)[CH:5]=[CH:6][CH:7]=1 |f:1.2|. Reported procedure: A mixture of ethyl 3-(3-bromophenyl)-4-{[(3-chlorophenyl)sulfonyl]amino}-6-methylthieno[2,3-b]pyridine-5-carboxylate (Description 52) (1.4 g, 2.474 mmol) in DMSO (25 mL) and aqueous NaOH (5M) (1.979 mL, 9.90 mmol) was heated at 150° C. for ca. 1 h. After cooling to RT, the mixture was diluted with water (20 mL) and acidified to ca. pH 4 with formic acid. The mixture was then extracted with ethyl acetate (30 mL×3) and the combined organics dried and concentrated. Water (30 mL) was added to the re... The reactants are CCCN(CCC)CCCN, C(=NC1CCCCC1)=NC1CCCCC1, CN(C)C=O, On1nnc2ccccc21, O=C(O)c1ccc(CN(Cc2ncc[nH]2)Cc2ncc[nH]2)cc1. Product: CCCN(CCC)CCCNC(=O)c1ccc(CN(Cc2ncc[nH]2)Cc2ncc[nH]2)cc1. As a reaction SMILES: [CH2:49]([CH2:50][CH3:51])[N:52]([CH2:53][CH2:54][CH2:55][NH2:56])[CH2:57][CH2:58][CH3:59].[CH:24]1([N:25]=[C:26]=[N:27][CH:28]2[CH2:29][CH2:30][CH2:31][CH2:32][CH2:33]2)[CH2:34][CH2:35][CH2:36][CH2:37][CH2:38]1.[O:60]=[CH:61][N:62]([CH3:63])[CH3:64].[OH:39][n:40]1[c:41]2[c:42]([cH:43][cH:44][cH:45][cH:46]2)[n:47][n:48]1.[nH:1]1[c:2]([CH2:6][N:7]([CH2:8][c:9]2[nH:10][cH:11][cH:12][n:13]2)[CH2:14][c:15]2[cH:16][cH:17][c:18]([C:19](=[O:20])[OH:21])[cH:22][cH:23]2)[n:3][cH:4][cH:5]1>>[nH:1]1[c:2]([CH2:6][N:7]([CH2:8][c:9]2[n:10][cH:11][cH:12][nH:13]2)[CH2:14][c:15]2[cH:16][cH:17][c:18]([C:19](=[O:21])[NH:56][CH2:55][CH2:54][CH2:53][N:52]([CH2:49][CH2:50][CH3:51])[CH2:57][CH2:58][CH3:59])[cH:22][cH:23]2)[n:3][cH:4][cH:5]1. Starting materials: C1=CN(C=N1)C(=O)N2C=CN=C2 (CDI), C(C)(C)(C)C=1C=CC(=C(N)C1)C1=C(NC(=C1)C)C (5-(tert-butyl)-2-(2,5-dimethylpyrrolyl)aniline), CNC(=O)C1=NC=CC(=C1)OC1=CC=C(N)C=C1 (4-(2-(N-methylcarbamoyl)-4-pyridyloxy)aniline). The solvent is CCOC(=O)C (EtOAc), C(Cl)Cl (CH2Cl2). Run at temperature 36 celsius, time 4 hour. Product: C(C)(C)(C)C=1C=CC(=C(C1)N(C(=O)N)C1=CC=C(C=C1)OC1=CC(=NC=C1)C(NC)=O)C1=C(NC(=C1)C)C (N-(5-(tert-butyl)-2-(2,5-dimethylpyrrolyl)phenyl)-N-(4-(2-(N-methylcarbamoyl)-4-pyridyloxy)phenyl)urea). Isolated yield 24.2%. Reaction SMILES: C1N=C[N:3]([C:6]([N:8]2[CH:12]=N[CH:10]=[CH:9]2)=[O:7])C=1.[C:13]([C:17]1[CH:18]=C[C:20]([C:24]2[CH:28]=[C:27]([CH3:29])[NH:26][C:25]=2[CH3:30])=[C:21]([CH:23]=1)N)([CH3:16])([CH3:15])[CH3:14].[CH3:31][NH:32][C:33]([C:35]1[CH:40]=[C:39]([O:41][C:42]2[CH:48]=CC(N)=[CH:44][CH:43]=2)[CH:38]=[CH:37][N:36]=1)=[O:34]>C(Cl)Cl.CCOC(C)=O>[C:13]([C:17]1[CH:23]=[CH:21][C:20]([C:24]2[CH:28]=[C:27]([CH3:29])[NH:26][C:25]=2[CH3:30])=[C:12]([N:8]([C:9]2[CH:10]=[CH:48][C:42]([O:41][C:39]3[CH:38]=[CH:37][N:36]=[C:35]([C:33](=[O:34])[NH:32][CH3:31])[CH:40]=3)=[CH:43][CH:44]=2)[C:6]([NH2:3])=[O:7])[CH:18]=1)([CH3:14])([CH3:15])[CH3:16]. Procedure details: To a stirring solution of CDI (0.21 g, 1.30 mmol) in CH2Cl2 (2 mL) was added 5-(tert-butyl)-2-(2,5-dimethylpyrrolyl)aniline (Method A4, Step 2; 0.30 g, 1.24 mmol) in one portion. The resulting mixture was stirred at room temp. for 4 h, then 4-(2-(N-methylcarbamoyl)-4-pyridyloxy)aniline (0.065 g, 0.267 mmol) was then added in one portion. The resulting mixture was heated at 36° C. overnight, then cooled to room temp. and diluted with EtOAc (5 mL). The resulting mixture was sequentially washed wit... The reactants are CN(C)C=O, O=C1CCC2(CC1)OCCO2, O, Cc1ccc(S(=O)(=O)CN=C=O)cc1. Yields the product N#CC1CCC2(CC1)OCCO2. As a reaction SMILES: [CH3:26][N:27]([CH3:28])[CH:29]=[O:30].[O:1]1[CH2:2][CH2:3][O:4][C:5]12[CH2:6][CH2:7][C:8](=[O:11])[CH2:9][CH2:10]2.[OH2:31].[S:12]([c:15]1[cH:16][cH:17][c:18]([CH3:19])[cH:20][cH:21]1)([CH2:22][N:23]=[C:13]=[O:14])(=[O:24])=[O:25]>>[O:1]1[CH2:2][CH2:3][O:4][C:5]12[CH2:6][CH2:7][CH:8]([C:22]#[N:23])[CH2:9][CH2:10]2. The reactants are ClC1=CNC2=CC(=CC=C12)C(=O)N[C@@H](COCC1CCNCC1)C1=CC=CC=C1 (3-chloro-N-[(R)-1-phenyl-2-(piperidin-4-ylmethoxy)ethyl]-1H-indole-6-carboxamide), CC(=O)C (acetone). Yields the product ClC1=CNC2=CC(=CC=C12)C(=O)N[C@@H](COCC1CCN(CC1)C(C)C)C1=CC=CC=C1 (3-Chloro-N-[(R)-1-phenyl-2-(1-isopropylpiperidin-4-yl-methoxy)ethyl]-1H-indole-6-carboxamide). RXN SMILES: [Cl:1][C:2]1[C:10]2[C:5](=[CH:6][C:7]([C:11]([NH:13][C@H:14]([C:24]3[CH:29]=[CH:28][CH:27]=[CH:26][CH:25]=3)[CH2:15][O:16][CH2:17][CH:18]3[CH2:23][CH2:22][NH:21][CH2:20][CH2:19]3)=[O:12])=[CH:8][CH:9]=2)[NH:4][CH:3]=1.[CH3:30][C:31]([CH3:33])=O>>[Cl:1][C:2]1[C:10]2[C:5](=[CH:6][C:7]([C:11]([NH:13][C@H:14]([C:24]3[CH:29]=[CH:28][CH:27]=[CH:26][CH:25]=3)[CH2:15][O:16][CH2:17][CH:18]3[CH2:19][CH2:20][N:21]([CH:31]([CH3:33])[CH3:30])[CH2:22][CH2:23]3)=[O:12])=[CH:8][CH:9]=2)[NH:4][CH:3]=1. Procedure details: Using alkylation method A, 3-chloro-N-[(R)-1-phenyl-2-(piperidin-4-ylmethoxy)ethyl]-1H-indole-6-carboxamide (8.97 mmol) and acetone (6.6 mL, 90 mmol) afforded, after purification (SiO2: 8:2:1 hexane:EtOAc:isopropylamine), 2.2 g (54%) of the title compound. The reactants are FC(C1=CC=C(C=C1)/C(=C/C(=O)OCC)/C)(F)F (ethyl (2E)-3-[4-(trifluoromethyl)phenyl]-2-butenoate), [OH-].[Na+] (NaOH), Cl (HCl). Run in [Cl-].[Na+].O (brine), CCO (EtOH). Reaction conditions: time 16 hour. Product: FC(C1=CC=C(C=C1)/C(=C/C(=O)O)/C)(F)F ((2E)-3-[4-(trifluoromethyl)phenyl]-2-butenoic acid). Reaction SMILES: [F:1][C:2]([F:18])([F:17])[C:3]1[CH:8]=[CH:7][C:6](/[C:9](/[CH3:16])=[CH:10]/[C:11]([O:13]CC)=[O:12])=[CH:5][CH:4]=1.[OH-].[Na+].Cl>CCO.[Cl-].[Na+].O>[F:1][C:2]([F:17])([F:18])[C:3]1[CH:4]=[CH:5][C:6](/[C:9](/[CH3:16])=[CH:10]/[C:11]([OH:13])=[O:12])=[CH:7][CH:8]=1 |f:1.2,5.6.7|. Procedure details: The product from Example 142A (3.5 g, 13.5 mmol) in EtOH (80 mL) was treated with aqueous 1M NaOH (40 mL) and stirred for 16 hours at ambient temperature. The reaction mixture was neutralized with 1N HCl (40 mL), diluted with brine, and extracted with diethyl ether to provide the title compound. NMR (CDCl3) 2.60 (s, 3H), 6.82 (s, 1H), 7.58 (d, 2H), 7.65 (d, 2H). Starting materials: C(C)(=O)OC(C)=O (acetic anhydride), N1=CC=CC=C1 (pyridine), C(=O)=O (dry ice), OC1C(=C(N2[C@H]1CC2=O)C(=O)OCOC(C(C)(C)C)=O)C (pivaloyloxymethyl 1-hydroxy-2-methylcarbapen-2-em-3-carboxylate). Reagents/catalysts: CN(C1=CC=NC=C1)C (4-dimethylaminopyridine), CN(C1=CC=NC=C1)C (4-dimethylaminopyridine). Run in C(Cl)(Cl)Cl (chloroform), C(C)(=O)OCC (ethyl acetate), C(Cl)Cl (methylene chloride). Conditions: time 2 hour. The product is C(C)(=O)OC1C(=C(N2[C@H]1CC2=O)C(=O)OCOC(C(C)(C)C)=O)C (pivaloyloxymethyl 1-acetoxy-2-methylcarbapen-2-em-3-carboxylate). Reaction SMILES: [OH:1][CH:2]1[C@@H:6]2[CH2:7][C:8](=[O:9])[N:5]2[C:4]([C:10]([O:12][CH2:13][O:14][C:15](=[O:20])[C:16]([CH3:19])([CH3:18])[CH3:17])=[O:11])=[C:3]1[CH3:21].[C:22](OC(=O)C)(=[O:24])[CH3:23].N1C=CC=CC=1.C(=O)=O>CN(C)C1C=CN=CC=1.C(OCC)(=O)C.C(Cl)(Cl)Cl.C(Cl)Cl>[C:22]([O:1][CH:2]1[C@@H:6]2[CH2:7][C:8](=[O:9])[N:5]2[C:4]([C:10]([O:12][CH2:13][O:14][C:15](=[O:20])[C:16]([CH3:17])([CH3:19])[CH3:18])=[O:11])=[C:3]1[CH3:21])(=[O:24])[CH3:23]. Procedure details: To the freshly prepared methylene chloride solution of pivaloyloxymethyl 1-hydroxy-2-methylcarbapen-2-em-3-carboxylate of Example 4, cooled to -78° C. was added acetic anhydride (0.170 ml., 1.68 mmoles), pyridine (0.144 ml., 1.68 mmoles) and 4-dimethylaminopyridine (10.5 mg., 0.086 mmoles) in two aliquots over 2 hours. The reaction was monitored by tlc (3:1 chloroform:ethyl acetate). After maintaining the reaction mixture at dry ice temperature for approximately 16 hours, additional 4-dimethylam...